This data is from the Open Reaction Database (ORD), a public repository of structured organic reaction records. The task is: describe an organic reaction: reactants, conditions, products, and yield Starting materials: C(C)(=O)N1C(C(C2=CC(=CC=C12)[N+](=O)[O-])=C(C1=CC=CC=C1)OCC)=O (1-acetyl-3-(1-ethoxy-1-phenyl-methylidene)-5-nitro-2-indolinone), N1(CCCCC1)CCC1=CC=C(N)C=C1 (4-(2-piperidinoethyl)-aniline), [OH-].[Na+] (sodium hydroxide). Run in CN(C)C=O (DMF), CO (methanol). The product is N1(CCCCC1)CCC1=CC=C(C=C1)N\C(\C1=CC=CC=C1)=C\1/C(NC2=CC=C(C=C12)[N+](=O)[O-])=O ((Z)-3-{1-[4-(2-piperidinoethyl)-phenylamino]-1-phenyl-methylidene}-5-nitro-2-indolinone). As a reaction SMILES: C([N:4]1[C:12]2[C:7](=[CH:8][C:9]([N+:13]([O-:15])=[O:14])=[CH:10][CH:11]=2)[C:6](=[C:16](OCC)[C:17]2[CH:22]=[CH:21][CH:20]=[CH:19][CH:18]=2)[C:5]1=[O:26])(=O)C.[N:27]1([CH2:33][CH2:34][C:35]2[CH:41]=[CH:40][C:38]([NH2:39])=[CH:37][CH:36]=2)[CH2:32][CH2:31][CH2:30][CH2:29][CH2:28]1.[OH-].[Na+]>CN(C=O)C.CO>[N:27]1([CH2:33][CH2:34][C:35]2[CH:36]=[CH:37][C:38]([NH:39]/[C:16](=[C:6]3\[C:5](=[O:26])[NH:4][C:12]4[C:7]\3=[CH:8][C:9]([N+:13]([O-:15])=[O:14])=[CH:10][CH:11]=4)/[C:17]3[CH:18]=[CH:19][CH:20]=[CH:21][CH:22]=3)=[CH:40][CH:41]=2)[CH2:28][CH2:29][CH2:30][CH2:31][CH2:32]1 |f:2.3|. Procedure: Prepared analogously to Example 82 from 1-acetyl-3-(1-ethoxy-1-phenyl-methylidene)-5-nitro-2-indolinone and 4-(2-piperidinoethyl)-aniline in DMF and subsequent treatment with sodium hydroxide solution in methanol. The reactants are BrC1=NC=CC=C1C (2-bromo-3-methylpyridine), CC(=O)[O-].[K+] (KOAc), pinacol ester, B(O)OBO (diboronic acid). The reagents and catalysts are CC(=O)[O-].CC(=O)[O-].[Pd+2] (Pd(OAc)2). Run in C(C)O (ethanol). Reaction conditions: temperature 80 celsius, time 65 hour. Yields the product CC=1C(=NC=CC1)C1=NC=CC=C1C (3,3′-dimethyl-2,2′-bipyridine). As a reaction SMILES: Br[C:2]1[C:7]([CH3:8])=[CH:6][CH:5]=[CH:4][N:3]=1.B(OBO)O.[CH3:14][C:15]([O-])=O.[K+]>CC([O-])=O.CC([O-])=O.[Pd+2].C(O)C>[CH3:8][C:7]1[C:2]([C:4]2[C:15]([CH3:14])=[CH:6][CH:7]=[CH:2][N:3]=2)=[N:3][CH:4]=[CH:5][CH:6]=1 |f:2.3,4.5.6|. Reported procedure: Placed 172 mg(1.0 mmol) of 2-bromo-3-methylpyridine in a reaction tube together with 281 mg (1.11 mmol) of the pinacol ester of diboronic acid, 22.5 mg Pd(OAc)2 and 300 mg (3.06 mmol) of KOAc After addition of 5 ml ethanol the mixture was warmed to 80° C. After 6 h the gc of an aliquot of the reaction mixture (extracted with ether/water) indicated the formation of the 3,3′-dimethyl-2,2′-bipyridine. The reaction was left for 65 h at 80° C. after which the only peaks detected in the gc, of the eth... Starting materials: COC1=CC=C(CN2N=C(C=3C2=NC=C(C3)C=3C=C(C=CC3)NC(C)=O)C)C=C1 (N-(3-(1-(4-methoxybenzyl)-3-methyl-1H-pyrazolo[3,4-b]pyridin-5-yl)phenyl)acetamide), FC(C(=O)O)(F)F (trifluoroacetic acid). Run in C(Cl)(Cl)Cl (chloroform). Conditions: temperature 50 celsius. Yields the product CC1=NNC2=NC=C(C=C21)C=2C=C(C=CC2)NC(C)=O (N-(3-(3-methyl-1H-pyrazolo[3,4-b]pyridin-5-yl)phenyl)acetamide). Reaction SMILES: COC1C=CC(C[N:8]2[C:12]3=[N:13][CH:14]=[C:15]([C:17]4[CH:18]=[C:19]([NH:23][C:24](=[O:26])[CH3:25])[CH:20]=[CH:21][CH:22]=4)[CH:16]=[C:11]3[C:10]([CH3:27])=[N:9]2)=CC=1.FC(F)(F)C(O)=O>C(Cl)(Cl)Cl>[CH3:27][C:10]1[C:11]2[C:12](=[N:13][CH:14]=[C:15]([C:17]3[CH:18]=[C:19]([NH:23][C:24](=[O:26])[CH3:25])[CH:20]=[CH:21][CH:22]=3)[CH:16]=2)[NH:8][N:9]=1. Reported procedure: To a solution of N-(3-(1-(4-methoxybenzyl)-3-methyl-1H-pyrazolo[3,4-b]pyridin-5-yl)phenyl)acetamide (113) (50 mg, 0.129 mmol) dissolved in chloroform (10 mL) was added trifluoroacetic acid (5 mL) and the reaction mixture was heated at 50° C. for 12 h. After completion of the reaction the solvents were removed and diluted with cold water, pH was adjusted to 8 and the aqueous phase extracted with chloroform two times. The organic layer was washed with brine solution and dried over sodium sulphate ... Reactants: CCCCC(Cn1ccnc1)c1ccc(Cl)cc1Cl, CCCCI. The product is CCCCC(C[n+]1ccn(CCCC)c1)c1ccc(Cl)cc1Cl, [I-]. Reaction SMILES: [Cl:1][c:2]1[c:3]([CH:9]([CH2:10][n:11]2[cH:12][n:13][cH:14][cH:15]2)[CH2:16][CH2:17][CH2:18][CH3:19])[cH:4][cH:5][c:6]([Cl:8])[cH:7]1.[I:20][CH2:21][CH2:22][CH2:23][CH3:24]>>[Cl:1][c:2]1[c:3]([CH:9]([CH2:10][n+:11]2[cH:12][n:13]([CH2:21][CH2:22][CH2:23][CH3:24])[cH:14][cH:15]2)[CH2:16][CH2:17][CH2:18][CH3:19])[cH:4][cH:5][c:6]([Cl:8])[cH:7]1.[I-:20]. The reactants are FC1=CC=C(C=C1)C1(OC(=CC1=O)\C=C\C1=CSC=C1)C ((E)-2-(4-fluorophenyl)-2-methyl-5-[2-(3-thienyl)ethenyl]-3(2H)-furanone), SCCO (2-mercapto-1-ethanol). Product: FC1=CC=C(C=C1)C1(OC(=CC1=O)CC(C1=CSC=C1)SCCO)C (2-(4-fluorophenyl)-5-[2-[(2-hydroxyethyl)thio]-2-(3-thienyl)ethyl]-2-methylfuran-3(2H)-one). RXN SMILES: [F:1][C:2]1[CH:7]=[CH:6][C:5]([C:8]2([CH3:21])[C:12](=[O:13])[CH:11]=[C:10](/[CH:14]=[CH:15]/[C:16]3[CH:20]=[CH:19][S:18][CH:17]=3)[O:9]2)=[CH:4][CH:3]=1.[SH:22][CH2:23][CH2:24][OH:25]>>[F:1][C:2]1[CH:7]=[CH:6][C:5]([C:8]2([CH3:21])[C:12](=[O:13])[CH:11]=[C:10]([CH2:14][CH:15]([S:22][CH2:23][CH2:24][OH:25])[C:16]3[CH:20]=[CH:19][S:18][CH:17]=3)[O:9]2)=[CH:4][CH:3]=1. Reported procedure: Following the procedure of Method C, Example 1, (E)-2-(4-fluorophenyl)-2-methyl-5-[2-(3-thienyl)ethenyl]-3(2H)-furanone was reacted with 2-mercapto-1-ethanol to provide 2-(4-fluorophenyl)-5-[2-[(2-hydroxyethyl)thio]-2-(3-thienyl)ethyl]-2-methylfuran-3(2H)-one: 1H NMR (DMSO-d6) δ1.53 and 1.56 (singlets, 3H), 4.39 (m, 1H), 5.56 (overlapped singlets, 1H), 7.08-7.35 (m, 5H), 7.43-7.60 (m, 2H); MS (HR-Cl) m/z 379.0832 (M+H calcd. for C19H20FO3S2 379.0837) The reactants are COC=1C=C(C=CC1)C12CCN(CC2CCC1)CC1=CC=CC=C1 (4a-(3-Methoxyphenyl)-2-benzyl-2,3,4,4a,5,6,7,7a-octahydro-1H-2-pyrindine). The reagents and catalysts are [Pd] (palladium). The product is COC=1C=C(C=CC1)C12CCNCC2CCC1 (4a-(3-methoxyphenyl)-2,3,4,4a,5,6,7,7a-octahydro-1H-2-pyrindine). Reaction SMILES: [CH3:1][O:2][C:3]1[CH:4]=[C:5]([C:9]23[CH2:17][CH2:16][CH2:15][CH:14]2[CH2:13][N:12](CC2C=CC=CC=2)[CH2:11][CH2:10]3)[CH:6]=[CH:7][CH:8]=1>[Pd]>[CH3:1][O:2][C:3]1[CH:4]=[C:5]([C:9]23[CH2:17][CH2:16][CH2:15][CH:14]2[CH2:13][NH:12][CH2:11][CH2:10]3)[CH:6]=[CH:7][CH:8]=1. Procedure: 4a-(3-Methoxyphenyl)-2-benzyl-2,3,4,4a,5,6,7,7a-octahydro-1H-2-pyrindine was hydrogenated in the presence of palladium suspended on charcoal according to the procedure set forth in Example 21 to provide 4a-(3-methoxyphenyl)-2,3,4,4a,5,6,7,7a-octahydro-1H-2-pyrindine. B.P. 145°-160° C., 0.05 torr. The reactants are COC(=O)CC1(C)CC(c2cccc(Cl)c2)C(c2ccc(Cl)cc2)N(C(CO[Si](c2ccccc2)(c2ccccc2)C(C)(C)C)C2CC2)C1=O, CCCC[N+](CCCC)(CCCC)CCCC, C1CCOC1, [F-]. As a reaction SMILES: [C:1]([Si:2]([c:3]1[cH:4][cH:5][cH:39][cH:40][cH:41]1)([O:6][CH2:7][CH:8]([CH:9]1[CH2:10][CH2:11]1)[N:12]1[C:13](=[O:38])[C:14]([CH3:32])([CH2:33][C:34](=[O:35])[O:36][CH3:37])[CH2:15][CH:16]([c:25]2[cH:26][c:27]([Cl:31])[cH:28][cH:29][cH:30]2)[CH:17]1[c:18]1[cH:19][cH:20][c:21]([Cl:24])[cH:22][cH:23]1)[c:42]1[cH:43][cH:44][cH:45][cH:46][cH:47]1)([CH3:48])([CH3:49])[CH3:50].[CH2:52]([N+:53]([CH2:54][CH2:55][CH2:56][CH3:57])([CH2:58][CH2:59][CH2:60][CH3:61])[CH2:62][CH2:63][CH2:64][CH3:65])[CH2:66][CH2:67][CH3:68].[CH2:69]1[O:70][CH2:71][CH2:72][CH2:73]1.[F-:51]>>[OH:6][CH2:7][CH:8]([CH:9]1[CH2:10][CH2:11]1)[N:12]1[C:13](=[O:38])[C:14]([CH3:32])([CH2:33][C:34](=[O:35])[O:36][CH3:37])[CH2:15][CH:16]([c:25]2[cH:26][c:27]([Cl:31])[cH:28][cH:29][cH:30]2)[CH:17]1[c:18]1[cH:19][cH:20][c:21]([Cl:24])[cH:22][cH:23]1. Product: COC(=O)CC1(C)CC(c2cccc(Cl)c2)C(c2ccc(Cl)cc2)N(C(CO)C2CC2)C1=O.